From a dataset of the Open Reaction Database (ORD), a public repository of structured organic reaction records. describe an organic reaction: reactants, conditions, products, and yield The reactants are [Ba+2], COC(=O)C(=Cc1cccc(C#N)c1)NC(=O)c1ccccc1, C1CCOC1, [Pd+2], O=S(=O)([O-])[O-], O=S(=O)([O-])[O-]. Yields the product COC(=O)C(Cc1cccc(C#N)c1)NC(=O)c1ccccc1. RXN SMILES: [Ba+2:34].[C:1]([c:2]1[cH:3][cH:4][cH:5][cH:6][cH:7]1)(=[O:8])[NH:9][C:10]([C:11](=[O:12])[O:13][CH3:14])=[CH:15][c:16]1[cH:17][c:18]([C:22]#[N:23])[cH:19][cH:20][cH:21]1.[O:24]1[CH2:25][CH2:26][CH2:27][CH2:28]1.[Pd+2:35].[S:29]([O-:30])([O-:31])(=[O:32])=[O:33].[S:36]([O-:37])([O-:38])(=[O:39])=[O:40]>>[C:1]([c:2]1[cH:3][cH:4][cH:5][cH:6][cH:7]1)(=[O:8])[NH:9][CH:10]([C:11](=[O:12])[O:13][CH3:14])[CH2:15][c:16]1[cH:17][c:18]([C:22]#[N:23])[cH:19][cH:20][cH:21]1. The reactants are N[C@@H](CC1=CNC=N1)C(=O)O (L-histidine), [Na] (sodium), C(C1=CC=CC=C1)Cl (benzylchloride). Run in N (ammonia). Yields the product C(C1=CC=CC=C1)N1C=C(C[C@H](N)C(=O)O)N=C1 (1-Benzyl-L-Histidine). Reaction SMILES: [NH2:1][C@H:2]([C:9]([OH:11])=[O:10])[CH2:3][C:4]1[N:8]=[CH:7][NH:6][CH:5]=1.[Na].[CH2:13](Cl)[C:14]1[CH:19]=[CH:18][CH:17]=[CH:16][CH:15]=1>N>[CH2:13]([N:6]1[CH:7]=[N:8][C:4]([CH2:3][C@@H:2]([C:9]([OH:11])=[O:10])[NH2:1])=[CH:5]1)[C:14]1[CH:19]=[CH:18][CH:17]=[CH:16][CH:15]=1 |^1:11|. Reported procedure: The product 1 was synthesized by treating a solution of L-histidine (80 g, 138 mmol) in liquid ammonia (600 mL) at -70° C. with sodium (36 g) and benzylchloride (48 mL, 416 mmol). The desired product crystallized from a water solution at pH 8 and, after recrystallization from ethanol/water, 7/3, was obtained in a 56% (52.2 g) yield: mp 234-238° C. (lit. mp 248-249° C. corr). The reactants are C(CCC)C=1N(C(N(N1)C1=C(C=CC(=C1)C(=O)OC)Cl)=O)CC1=CC=C(C=C1)C1=C(C=CC=C1)S(N)(=O)=O (5-n-Butyl-2-[5-(carbomethoxy)-2-chlorophenyl]-2,4-dihydro-4-[(2'-sulfamoylbiphenyl-4-yl)methyl]-3H-1,2,4,-triazol-3-one), ClC1=C(C(=O)O)C=CC=C1 (2-chlorobenzoic acid), C1=CN(C=N1)C(=O)N2C=CN=C2 (CDI), C1CCC2=NCCCN2CC1 (DBU). The product is C(CCC)C=1N(C(N(N1)C1=C(C=CC(=C1)C(=O)OC)Cl)=O)CC1=CC=C(C=C1)C1=C(C=CC=C1)S(NC(C1=C(C=CC=C1)Cl)=O)(=O)=O (5-n-Butyl-2-[5-(carbomethoxy)-2-chlorophenyl]-4-[[2'-[N-(2-chlorobenzoyl)sulfamoyl]biphenyl-4-yl]methyl]-2,4-dihydro-3H-1,2,4-triazol-3-one), desired material. Isolated yield 88.0%. As a reaction SMILES: [CH2:1]([C:5]1[N:6]([CH2:22][C:23]2[CH:28]=[CH:27][C:26]([C:29]3[CH:34]=[CH:33][CH:32]=[CH:31][C:30]=3[S:35](=[O:38])(=[O:37])[NH2:36])=[CH:25][CH:24]=2)[C:7](=[O:21])[N:8]([C:10]2[CH:15]=[C:14]([C:16]([O:18][CH3:19])=[O:17])[CH:13]=[CH:12][C:11]=2[Cl:20])[N:9]=1)[CH2:2][CH2:3][CH3:4].[Cl:39][C:40]1[CH:48]=[CH:47][CH:46]=[CH:45][C:41]=1[C:42](O)=[O:43].C1N=CN(C(N2C=NC=C2)=O)C=1.C1CCN2C(=NCCC2)CC1>>[CH2:1]([C:5]1[N:6]([CH2:22][C:23]2[CH:28]=[CH:27][C:26]([C:29]3[CH:34]=[CH:33][CH:32]=[CH:31][C:30]=3[S:35](=[O:38])(=[O:37])[NH:36][C:42](=[O:43])[C:41]3[CH:45]=[CH:46][CH:47]=[CH:48][C:40]=3[Cl:39])=[CH:25][CH:24]=2)[C:7](=[O:21])[N:8]([C:10]2[CH:15]=[C:14]([C:16]([O:18][CH3:19])=[O:17])[CH:13]=[CH:12][C:11]=2[Cl:20])[N:9]=1)[CH2:2][CH2:3][CH3:4]. Reported procedure: The title compound was prepared from 5-n-butyl-2-[5-(carbomethoxy)-2-chlorophenyl]-2,4-dihydro- 4-[(2'-sulfamoylbiphenyl-4-yl)methyl]-3H-1,2,4-triazol-3-one (from Step C) and 2-chlorobenzoic acid (2 equivalents), CDI (2 equiv), and DBU (2 equiv) according to the procedure of Example 51 to give an 88% yield of the desired material as a white solid after flash chromatography, mp 98°-101° C., homogeneous by TLC in 95:5 CH2Cl2 --MeOH; mass spectrum (FAB) m/e 693 (M+1)+. Reactants: CN(C)C=O, CN1CCN(S(=O)(=O)CCCO)CC1, [Cl-], Clc1ccc2ncnn2n1, [H-], [Na+], [Na+], C1CCOC1, O. Product: CN1CCN(S(=O)(=O)CCCOc2ccc3ncnn3n2)CC1. As a reaction SMILES: [CH3:29][N:30]([CH3:31])[CH:32]=[O:33].[CH3:3][N:4]1[CH2:5][CH2:6][N:7]([S:10](=[O:11])(=[O:12])[CH2:13][CH2:14][CH2:15][OH:16])[CH2:8][CH2:9]1.[Cl-:28].[Cl:17][c:18]1[cH:19][cH:20][c:21]2[n:22]([n:23]1)[n:24][cH:25][n:26]2.[H-:1].[Na+:27].[Na+:2].[O:34]1[CH2:35][CH2:36][CH2:37][CH2:38]1.[OH2:39]>>[CH3:3][N:4]1[CH2:5][CH2:6][N:7]([S:10](=[O:11])(=[O:12])[CH2:13][CH2:14][CH2:15][O:16][c:18]2[cH:19][cH:20][c:21]3[n:22]([n:23]2)[n:24][cH:25][n:26]3)[CH2:8][CH2:9]1. The reactants are BrCc1ccccc1, CS(C)=O, O, Cc1cc(CC(NC(=O)N2CCC(N3Cc4ccccc4NC3=O)CC2)c2ncc[nH]2)cc2cn[nH]c12. Product: Cc1cc(CC(NC(=O)N2CCC(N3Cc4ccccc4NC3=O)CC2)c2nccn2Cc2ccccc2)cc2cn[nH]c12. As a reaction SMILES: [Br:38][CH2:39][c:40]1[cH:41][cH:42][cH:43][cH:44][cH:45]1.[CH3:47][S:48](=[O:49])[CH3:50].[OH2:46].[nH:1]1[c:2]([CH:6]([CH2:7][c:8]2[cH:9][c:10]3[cH:11][n:12][nH:13][c:14]3[c:15]([CH3:17])[cH:16]2)[NH:18][C:19](=[O:20])[N:21]2[CH2:22][CH2:23][CH:24]([N:27]3[C:28](=[O:37])[NH:29][c:30]4[cH:31][cH:32][cH:33][cH:34][c:35]4[CH2:36]3)[CH2:25][CH2:26]2)[n:3][cH:4][cH:5]1>>[n:1]1[c:2]([CH:6]([CH2:7][c:8]2[cH:9][c:10]3[cH:11][n:12][nH:13][c:14]3[c:15]([CH3:17])[cH:16]2)[NH:18][C:19](=[O:20])[N:21]2[CH2:22][CH2:23][CH:24]([N:27]3[C:28](=[O:37])[NH:29][c:30]4[cH:31][cH:32][cH:33][cH:34][c:35]4[CH2:36]3)[CH2:25][CH2:26]2)[n:3]([CH2:39][c:40]2[cH:41][cH:42][cH:43][cH:44][cH:45]2)[cH:4][cH:5]1. Reactants: FC1=C2C=CC(N(C2=CC(=C1)F)CC=O)=O ((5,7-Difluoro-2-oxo-1(2H)-quinolinyl)acetaldehyde), N1CCC(CC1)NC(OC(C)(C)C)=O (1,1-dimethylethyl 4-piperidinylcarbamate), N1CCC(CC1)NC(OC(C)(C)C)=O (1,1-dimethylethyl 4-piperidinylcarbamate), [BH-](OC(=O)C)(OC(=O)C)OC(=O)C.[Na+] (NaBH(OAc)3), [BH-](OC(=O)C)(OC(=O)C)OC(=O)C.[Na+] (NaBH(OAc)3), [BH-](OC(=O)C)(OC(=O)C)OC(=O)C.[Na+] (NaBH(OAc)3), N1CCC(CC1)NC(OC(C)(C)C)=O (1,1-dimethylethyl 4-piperidinylcarbamate). Run in C(Cl)(Cl)Cl (chloroform), CO (MeOH). Run at time 1 hour. Product: FC1=C2C=CC(N(C2=CC(=C1)F)CCN1CCC(CC1)NC(OC(C)(C)C)=O)=O (1,1-Dimethylethyl {1-[2-(5,7-difluoro-2-oxo-1(2H)-quinolinyl)ethyl]-4-piperidinyl}carbamate). Yield: 52.2%. RXN SMILES: [F:1][C:2]1[CH:11]=[C:10]([F:12])[CH:9]=[C:8]2[C:3]=1[CH:4]=[CH:5][C:6](=[O:16])[N:7]2[CH2:13][CH:14]=O.[NH:17]1[CH2:22][CH2:21][CH:20]([NH:23][C:24](=[O:30])[O:25][C:26]([CH3:29])([CH3:28])[CH3:27])[CH2:19][CH2:18]1.[BH-](OC(C)=O)(OC(C)=O)OC(C)=O.[Na+]>C(Cl)(Cl)Cl.CO>[F:1][C:2]1[CH:11]=[C:10]([F:12])[CH:9]=[C:8]2[C:3]=1[CH:4]=[CH:5][C:6](=[O:16])[N:7]2[CH2:13][CH2:14][N:17]1[CH2:18][CH2:19][CH:20]([NH:23][C:24](=[O:30])[O:25][C:26]([CH3:28])([CH3:27])[CH3:29])[CH2:21][CH2:22]1 |f:2.3|. Procedure details: (5,7-Difluoro-2-oxo-1(2H)-quinolinyl)acetaldehyde (2.1 g; 9.4 mmol) and 1,1-dimethylethyl 4-piperidinylcarbamate (2.82 g; 14.1 mmol) were dissolved in a 1:1 mixture of chloroform and MeOH (60 ml:60 ml) and stirred at rt for 1 h. This was then treated with NaBH(OAc)3 (8.92 g; 42.3 mmol) and stirred for a further 1 h. More 1,1-dimethylethyl 4-piperidinylcarbamate (470 mg; 2.35 mmol) was added and the reaction stirred under the same conditions for 20 mins, this was then treated with NaBH(OAc)3 (1.9...